From a dataset of the Open Reaction Database (ORD), a public repository of structured organic reaction records. describe an organic reaction: reactants, conditions, products, and yield Reactants: [Li]CCCC, C1CCOC1, CCOC(C)=O, O=Cc1ccc(F)cc1, [Na+], O=C([O-])O, c1cc(CCN2CCCC2)cs1. The product is OC(c1ccc(F)cc1)c1sccc1CCN1CCCC1. As a reaction SMILES: [CH2:13]([Li:14])[CH2:15][CH2:16][CH3:17].[CH2:27]1[O:28][CH2:29][CH2:30][CH2:31]1.[CH3:37][CH2:38][O:39][C:40]([CH3:41])=[O:42].[F:18][c:19]1[cH:20][cH:21][c:22]([CH:23]=[O:24])[cH:25][cH:26]1.[Na+:36].[O-:32][C:33]([OH:34])=[O:35].[s:1]1[cH:2][c:3]([CH2:6][CH2:7][N:8]2[CH2:9][CH2:10][CH2:11][CH2:12]2)[cH:4][cH:5]1>>[s:1]1[c:2]([CH:23]([c:22]2[cH:21][cH:20][c:19]([F:18])[cH:26][cH:25]2)[OH:24])[c:3]([CH2:6][CH2:7][N:8]2[CH2:9][CH2:10][CH2:11][CH2:12]2)[cH:4][cH:5]1. The reactants are C[Si](C1(C2=CC=CC=C2C=2C=CC=CC12)CO)(C)C (9-trimethylsilyl-9-fluorenemethanol), C1(=CC=CC=C1)N=C=O (phenyl isocyanate). Solvent: C1=CC=CC=C1 (benzene). Conditions: temperature 80 celsius. Product: C(NC1=CC=CC=C1)(OCC1(C2=CC=CC=C2C=2C=CC=CC12)[Si](C)(C)C)=O (9-Trimethylsilyl-9-fluorenylmethyl Carbanilate). Isolated yield 91.9%. RXN SMILES: [CH3:1][Si:2]([CH3:19])([CH3:18])[C:3]1([CH2:16][OH:17])[C:15]2[CH:14]=[CH:13][CH:12]=[CH:11][C:10]=2[C:9]2[C:4]1=[CH:5][CH:6]=[CH:7][CH:8]=2.[C:20]1([N:26]=[C:27]=[O:28])[CH:25]=[CH:24][CH:23]=[CH:22][CH:21]=1>C1C=CC=CC=1>[C:27](=[O:28])([O:17][CH2:16][C:3]1([Si:2]([CH3:19])([CH3:18])[CH3:1])[C:15]2[CH:14]=[CH:13][CH:12]=[CH:11][C:10]=2[C:9]2[C:4]1=[CH:5][CH:6]=[CH:7][CH:8]=2)[NH:26][C:20]1[CH:25]=[CH:24][CH:23]=[CH:22][CH:21]=1. Procedure details: A mixture of 1.0 g of 9-trimethylsilyl-9-fluorenemethanol and 0.4 mL of phenyl isocyanate in 2.0 mL of dry benzene was heated in an oil bath at 80° C. for seven hours. The mixture was cooled to room temperature and triturated with 20 mL of Skelly F. The crystals deposited were removed by filtration, rinsed with Skelly F, and recrystallized from Skelly B to give 1.31 g (91.9%) of the urethane as white crystals, m.p. 137°-138° C.; IR(KBr): 3300 (NH), 1700 (C=O) cm-1 ; 1H NMR (CDCl3) 5 -0.12 (s, 9H... Starting materials: CC(C)(C)[O-], Cc1ccccc1, C[P+](c1ccccc1)(c1ccccc1)c1ccccc1, O=C1COc2ccc(Cl)c(NC(=O)C(F)(F)F)c21, [I-], [K+]. Product: C=C1COc2ccc(Cl)c(NC(=O)C(F)(F)F)c21. RXN SMILES: [CH3:1][C:2]([CH3:3])([O-:4])[CH3:5].[CH3:46][c:47]1[cH:48][cH:49][cH:50][cH:51][cH:52]1.[CH3:8][P+:9]([c:10]1[cH:11][cH:12][cH:13][cH:14][cH:15]1)([c:16]1[cH:17][cH:18][cH:19][cH:20][cH:21]1)[c:22]1[cH:23][cH:24][cH:25][cH:26][cH:27]1.[Cl:28][c:29]1[cH:30][cH:31][c:32]2[c:33]([c:38]1[NH:39][C:40]([C:41]([F:42])([F:43])[F:44])=[O:45])[C:34](=[O:37])[CH2:35][O:36]2.[I-:7].[K+:6]>>[CH2:1]=[C:34]1[c:33]2[c:32]([cH:31][cH:30][c:29]([Cl:28])[c:38]2[NH:39][C:40]([C:41]([F:42])([F:43])[F:44])=[O:45])[O:36][CH2:35]1. The reactants are CC(=O)O, Cn1c2ccc(Cl)cc2c2c(CC#N)nn(-c3ccccc3)c(=O)c21, Cl. Yields the product Cn1c2ccc(Cl)cc2c2c(CC(=O)O)nn(-c3ccccc3)c(=O)c21. RXN SMILES: [CH3:26][C:27]([OH:28])=[O:29].[Cl:1][c:2]1[cH:3][c:4]2[c:5]3[c:6]([n:7]([CH3:11])[c:8]2[cH:9][cH:10]1)[c:12](=[O:25])[n:13](-[c:19]1[cH:20][cH:21][cH:22][cH:23][cH:24]1)[n:14][c:15]3[CH2:16][C:17]#[N:18].[ClH:30]>>[Cl:1][c:2]1[cH:3][c:4]2[c:5]3[c:6]([n:7]([CH3:11])[c:8]2[cH:9][cH:10]1)[c:12](=[O:25])[n:13](-[c:19]1[cH:20][cH:21][cH:22][cH:23][cH:24]1)[n:14][c:15]3[CH2:26][C:27]([OH:28])=[O:29]. The reactants are CC=1C=C(C=CC1)NN=C1N=C(OC1=O)C1=CC=CC=C1 (4-(3-methylphenyl-hydrazono)-2-phenyl-oxazoline-5-one), [K+].[Br-] (KBr), formula II, solution, [OH-].[NH4+] (ammonium hydroxide). Solvent: CO (methanol). The product is CC=1C=C(C=CC1)N1N=C(N=C1C1=CC=CC=C1)C(=O)N (1-(3-methylphenyl)-5-phenyl-1H-1,2,4-triazole-3-carboxamide). Isolated yield 63.0%. RXN SMILES: [CH3:1][C:2]1[CH:3]=[C:4]([NH:8][N:9]=[C:10]2[C:14](=O)[O:13][C:12]([C:16]3[CH:21]=[CH:20][CH:19]=[CH:18][CH:17]=3)=[N:11]2)[CH:5]=[CH:6][CH:7]=1.[OH-].[NH4+:23].[K+].[Br-]>CO>[CH3:1][C:2]1[CH:3]=[C:4]([N:8]2[C:12]([C:16]3[CH:21]=[CH:20][CH:19]=[CH:18][CH:17]=3)=[N:11][C:10]([C:14]([NH2:23])=[O:13])=[N:9]2)[CH:5]=[CH:6][CH:7]=1 |f:1.2,3.4|. Procedure: Three grams (0.01 mole) of 4-(3-methylphenyl-hydrazono)-2-phenyl-oxazoline-5-one (R1 =3--CH3, R2 =R3 =H in the formula II) was suspended in 93 ml of methanol. To the resulting suspension, 66.2 ml of 29% solution of ammonium hydroxide (0.549 mole) was added and refluxed for 5 minutes. Methanol and ammonia were then distilled off under a reduced pressure, and the resulting crystals were filtered out and washed with water. The crystals were recrystallized from a mixed solvent of 5.8 ml of methanol ...